This data is from the Open Reaction Database (ORD), a public repository of structured organic reaction records. The task is: describe an organic reaction: reactants, conditions, products, and yield The reactants are C(C1=CC=CC=C1)OC[C@H](C(=O)N1CC2(C(CN(C2=O)C)C2=CC=CC=C2)CCC1)NC(OC(C)(C)C)=O (tert-butyl (2R)-3-(benzyloxy)-1-(2-methyl-1-oxo-4-phenyl-2,7-diazaspiro[4.5]decan-7-yl)-1-oxopropan-2-ylcarbamate), C(=O)(C(F)(F)F)O (TFA). Run in C(Cl)Cl (DCM). Yields the product N[C@@H](C(=O)N1CC2(C(CN(C2=O)C)C2=CC=CC=C2)CCC1)COCC1=CC=CC=C1 (7-((R)-2-amino-3-(benzyloxy)propanoyl)-2-methyl-4-phenyl-2,7-diazaspiro[4.5]decan-1-one). Reaction SMILES: [CH2:1]([O:8][CH2:9][C@@H:10]([NH:31]C(=O)OC(C)(C)C)[C:11]([N:13]1[CH2:30][CH2:29][CH2:28][C:15]2([C:19](=[O:20])[N:18]([CH3:21])[CH2:17][CH:16]2[C:22]2[CH:27]=[CH:26][CH:25]=[CH:24][CH:23]=2)[CH2:14]1)=[O:12])[C:2]1[CH:7]=[CH:6][CH:5]=[CH:4][CH:3]=1.C(O)(C(F)(F)F)=O>C(Cl)Cl>[NH2:31][C@H:10]([CH2:9][O:8][CH2:1][C:2]1[CH:3]=[CH:4][CH:5]=[CH:6][CH:7]=1)[C:11]([N:13]1[CH2:30][CH2:29][CH2:28][C:15]2([C:19](=[O:20])[N:18]([CH3:21])[CH2:17][CH:16]2[C:22]2[CH:27]=[CH:26][CH:25]=[CH:24][CH:23]=2)[CH2:14]1)=[O:12]. Reported procedure: A mixture comprising tert-butyl (2R)-3-(benzyloxy)-1-(2-methyl-1-oxo-4-phenyl-2,7-diazaspiro[4.5]decan-7-yl)-1-oxopropan-2-ylcarbamate (500 mg, 0.959 mmol) and TFA (2.215 ml, 28.8 mmol) in DCM (5 mL) was stirred at room temperature for 2 hours. The reaction mixture was concentrated in vacuo. The crude was then diluted with DCM (10 mL) and washed with a saturated solution of sodium bicarbonate (10 mL). The aqueous phase was further extracted with DCM (3×10 mL). The combined organic portions were ... The solvent is CC(=O)CC(C)C (methylisobutyl ketone). The reactants are C1(CCC(N1)=O)=O (succinimide), C1CO1 (ethylene oxide). Yields the product OCCN1C(CCC1=O)=O (N-2-Hydroxyethyl succinimide). As a reaction SMILES: [C:1]1(=[O:7])[NH:5][C:4](=[O:6])[CH2:3][CH2:2]1.[CH2:8]1[O:10][CH2:9]1>[Cr].CC(CC(C)C)=O>[OH:10][CH2:9][CH2:8][N:5]1[C:4](=[O:6])[CH2:3][CH2:2][C:1]1=[O:7]. Reported procedure: N-2-Hydroxyethyl succinimide was prepared by reacting 49.5g (0.5 mole) of succinimide with 26.5g (0.60 mole) of ethylene oxide in the presence of 0.49g (1%) of active chromium III tri-2-ethylhexanoate and 400 ml of methylisobutyl ketone for 2 hours at 160° to 165°C in an autoclave. N-2-Hydroxyethyl succinimide was obtained by filtration in 87.5% yield. The reaction did not proceed in the absence of COT. The reagents and catalysts are [Cr] (chromium). RXN SMILES: [CH3:1][S:2]([CH3:5])(=[O:4])=[O:3].[F:6][C:7]([F:24])([F:23])[C:8]1[CH:9]=[C:10](/[CH:14]=[N:15]/[C:16](=[O:22])[O:17][C:18]([CH3:21])([CH3:20])[CH3:19])[CH:11]=[CH:12][CH:13]=1>>[CH3:1][S:2]([CH2:5][CH:14]([NH:15][C:16](=[O:22])[O:17][C:18]([CH3:20])([CH3:19])[CH3:21])[C:10]1[CH:11]=[CH:12][CH:13]=[C:8]([C:7]([F:24])([F:23])[F:6])[CH:9]=1)(=[O:4])=[O:3]. Reactants: CS(=O)(=O)C ((methylsulphonyl)methane), FC(C=1C=C(C=CC1)\C=N\C(OC(C)(C)C)=O)(F)F (tert-Butyl {(E)-[3-(trifluoromethyl)phenyl]methylidene}carbamate). Procedure details: From 1.50 g (15.9 mmol) of (methylsulphonyl)methane and 1.45 g (5.31 mmol) of the compound from Example 11A, using the same process as for Example 117A, 535 mg (27% of theory) of the title compound were obtained. The product is CS(=O)(=O)CC(C1=CC(=CC=C1)C(F)(F)F)NC(OC(C)(C)C)=O (tert-Butyl {2-(methylsulphonyl)-1-[3-(trifluoromethyl)phenyl]ethyl}carbamate).